This data is from the Open Reaction Database (ORD), a public repository of structured organic reaction records. The task is: describe an organic reaction: reactants, conditions, products, and yield The reactants are C(CCCCCC\C=C/C\C=C/CCCCC)C(C(CCCCCCCC\C=C/C\C=C/CCCCC)=O)C(CCCCCCC\C=C/C\C=C/CCCCC)O.O(O)O (keto-alcohol (6Z,9Z,29Z,32Z)-20-((8Z,11Z)-heptadeca-8,11-dien-1-yl)-21-hydroxyoctatriaconta-6,9,29,32-tetraen-19-one), [BH4-].[Na+] (NaBH4), [BH4-].[Na+] (NaBH4). The solvent is CO (CH3OH), C(C)(C)O (isopropanol). Run at time 3 hour. Product: C(CCCCCC\C=C/C\C=C/CCCCC)C(C(CCCCCCC\C=C/C\C=C/CCCCC)O)C(CCCCCCCC\C=C/C\C=C/CCCCC)O ((6Z,9Z,29Z,32Z)-19-((8Z,11Z)-heptadeca-8,11-dien-1-yl)octatriaconta-6,9,29,32-tetraene-18,20-diol). The yield is 90.4%. As a reaction SMILES: [CH2:1]([CH:18]([CH:39]([OH:57])[CH2:40][CH2:41][CH2:42][CH2:43][CH2:44][CH2:45][CH2:46]/[CH:47]=[CH:48]\[CH2:49]/[CH:50]=[CH:51]\[CH2:52][CH2:53][CH2:54][CH2:55][CH3:56])[C:19](=[O:38])[CH2:20][CH2:21][CH2:22][CH2:23][CH2:24][CH2:25][CH2:26][CH2:27]/[CH:28]=[CH:29]\[CH2:30]/[CH:31]=[CH:32]\[CH2:33][CH2:34][CH2:35][CH2:36][CH3:37])[CH2:2][CH2:3][CH2:4][CH2:5][CH2:6][CH2:7]/[CH:8]=[CH:9]\[CH2:10]/[CH:11]=[CH:12]\[CH2:13][CH2:14][CH2:15][CH2:16][CH3:17].O(O)O.[BH4-].[Na+]>CO.C(O)(C)C>[CH2:1]([CH:18]([CH:19]([OH:38])[CH2:20][CH2:21][CH2:22][CH2:23][CH2:24][CH2:25][CH2:26][CH2:27]/[CH:28]=[CH:29]\[CH2:30]/[CH:31]=[CH:32]\[CH2:33][CH2:34][CH2:35][CH2:36][CH3:37])[CH:39]([OH:57])[CH2:40][CH2:41][CH2:42][CH2:43][CH2:44][CH2:45][CH2:46]/[CH:47]=[CH:48]\[CH2:49]/[CH:50]=[CH:51]\[CH2:52][CH2:53][CH2:54][CH2:55][CH3:56])[CH2:2][CH2:3][CH2:4][CH2:5][CH2:6][CH2:7]/[CH:8]=[CH:9]\[CH2:10]/[CH:11]=[CH:12]\[CH2:13][CH2:14][CH2:15][CH2:16][CH3:17] |f:0.1,2.3|. Procedure details: A solution of the keto-alcohol (6Z,9Z,29Z,32Z)-20-((8Z,11Z)-heptadeca-8,11-dien-1-yl)-21-hydroxyoctatriaconta-6,9,29,32-tetraen-19-one (10) (920 mg, 1.16 mmol) in CH3OH (5 mL) and isopropanol (12 mL) was treated with NaBH4 (88 mg, 2.3 mmol). After stirring (1 h) a second portion of NaBH4 (88 mg, 23 mmol) was added and the mixture stirred (3 h). The reaction mixture was carefully quenched by the addition of cold HCl (5% aq.), extracted with CH2Cl2, washed with brine, dried (Na2SO4), filtered and ...